This data is from the Open Reaction Database (ORD), a public repository of structured organic reaction records. The task is: describe an organic reaction: reactants, conditions, products, and yield Reactants: FC1=C(C=CC(=C1)[N+](=O)[O-])C (2-fluoro-4-nitrotoluene), [Mn](=O)(=O)(=O)[O-].[K+] (potassium permanganate), O (water). Product: FC1=C(C(=O)O)C=CC(=C1)[N+](=O)[O-] (2-Fluoro-4-nitrobenzoic acid). RXN SMILES: [F:1][C:2]1[CH:7]=[C:6]([N+:8]([O-:10])=[O:9])[CH:5]=[CH:4][C:3]=1[CH3:11].[Mn]([O-])(=O)(=O)=[O:13].[K+].[OH2:18]>>[F:1][C:2]1[CH:7]=[C:6]([N+:8]([O-:10])=[O:9])[CH:5]=[CH:4][C:3]=1[C:11]([OH:13])=[O:18] |f:1.2|. Procedure details: A solution of 2-fluoro-4-nitrotoluene (3.95 g, 25.5 mmol, Janssen) in water (200 mL) was treated portionwise with potassium permanganate (24.6 g, 0.15 mmol) at 80° C. After 2h the reaction mixture was filtered hot, acidified with 5N hydrochloric acid and extracted with ethyl acetate (2×100 mL). The extract was dried over anhydrous sodium sulfate and concentrated in vacuo to give 1.15 g (Y: 24%) of the title compound; 1H-NMR (DMSO-d6): δ8.21 (d, J=10.5 Hz, 1H), 8.16-8.08 (m, 2H); MS (DCI) m/e: 18... The reactants are C(OCC)([O-])[O-] (ethyl orthoformate), NC1=NC2=C(C(=NC1)C1=CC=CC=C1)C=C(C=C2)Cl (2-amino-7-chloro-5-phenyl-3H-1,4-benzodiazepine), Cl.CC=1NC=CN1 (2-methylimidazole hydrochloride), O.NN (hydrazine hydrate). Solvent: CO (methanol), C(C)O (ethanol). Run at time 1.5 hour. Yields the product ClC=1C=CC2=C(C(=NCC=3N2C=NN3)C3=CC=CC=C3)C1 (8-chloro-6-phenyl-4H-s-triazolo [4,3-a][1,4] benzodiazepine). As a reaction SMILES: [NH2:1][C:2]1[CH2:8][N:7]=[C:6]([C:9]2[CH:14]=[CH:13][CH:12]=[CH:11][CH:10]=2)[C:5]2[CH:15]=[C:16]([Cl:19])[CH:17]=[CH:18][C:4]=2[N:3]=1.Cl.C[C:22]1[NH:23]C=CN=1.O.NN.C([O-])([O-])OCC>C(O)C.CO>[Cl:19][C:16]1[CH:17]=[CH:18][C:4]2[N:3]3[CH:22]=[N:23][N:1]=[C:2]3[CH2:8][N:7]=[C:6]([C:9]3[CH:14]=[CH:13][CH:12]=[CH:11][CH:10]=3)[C:5]=2[CH:15]=1 |f:1.2,3.4|. Procedure details: To a suspension of 8.1 parts of 2-amino-7-chloro-5-phenyl-3H-1,4-benzodiazepine in 180 parts by volume of methanol are added 3.6 parts of 2-methylimidazole hydrochloride and 2.25 parts by volume of 80% hydrazine hydrate. The suspension is stirred at room temperature for 1.5 hours, and then 25 parts of ethyl orthoformate is added. To the mixture is added dropwise with stirring 60 parts by volume of ethanol containing 10% hydrogen chloride. After stirring for a further 1 hour, the mixture is warme... The reactants are NC1=C(C=CC(=C1)[N+](=O)[O-])O (2-amino-4-nitrophenol), C(CC)(OCC)(OCC)OCC (triethyl orthopropionate). The reagents and catalysts are C1(=CC=C(C=C1)S(=O)(=O)O)C (p-toluenesulphonic acid). Run in C(C)O (ethanol). Yields the product C(C)C=1OC2=C(N1)C=C(C=C2)[N+](=O)[O-] (2-Ethyl-5-nitrobenzoxazole). Isolated yield 84.6%. RXN SMILES: [NH2:1][C:2]1[CH:7]=[C:6]([N+:8]([O-:10])=[O:9])[CH:5]=[CH:4][C:3]=1[OH:11].[C:12](OCC)(OCC)(OCC)[CH2:13][CH3:14]>C(O)C.C1(C)C=CC(S(O)(=O)=O)=CC=1>[CH2:13]([C:14]1[O:11][C:3]2[CH:4]=[CH:5][C:6]([N+:8]([O-:10])=[O:9])=[CH:7][C:2]=2[N:1]=1)[CH3:12]. Procedure: A solution of 2-amino-4-nitrophenol (2.00 g, 12.98 mmol) and triethyl orthopropionate (4.57 g, 25.95 mmol) in anhydrous ethanol (15 ml) was treated with p-toluenesulphonic acid (20 mg) and the resulting mixture refluxed for 3 h. On cooling to room temperature a precipitate formed which was filtered off and dried to afford the title compound (2.11 g) as a beige solid m.p. 88-90°. δH (CDCl3) 1.48 (3H, t, J 7.6 Hz), 3.02 (2H, q, J 7.6 Hz), 7.57 (1H, d, J 9.0 Hz), 8.27 (1H, dd, J 2.3, 9.0 Hz) and 8.... Starting materials: CN(/C=C/C1=C(C=C(C(=O)OC)C=C1)[N+](=O)[O-])C (methyl (E)-4-[2-(dimethylamino)vinyl]-3-nitrobenzoate), N1=CC=CC=C1 (pyridine), C(CCC)(=O)Cl (butyryl chloride). Solvent: O1CCCC1 (tetrahydrofuran), O (water). Reaction conditions: temperature 50 celsius, time 4 hour. Product: CN(C)C=C(C(CCC)=O)C1=C(C=C(C(=O)OC)C=C1)[N+](=O)[O-] (methyl 4-(1-dimethylaminomethylene-2-oxopentyl)-3-nitrobenzoate). As a reaction SMILES: [CH3:1][N:2]([CH3:18])/[CH:3]=[CH:4]/[C:5]1[CH:14]=[CH:13][C:8]([C:9]([O:11][CH3:12])=[O:10])=[CH:7][C:6]=1[N+:15]([O-:17])=[O:16].N1C=CC=CC=1.[C:25](Cl)(=[O:29])[CH2:26][CH2:27][CH3:28]>O1CCCC1.O>[CH3:18][N:2]([CH:3]=[C:4]([C:5]1[CH:14]=[CH:13][C:8]([C:9]([O:11][CH3:12])=[O:10])=[CH:7][C:6]=1[N+:15]([O-:17])=[O:16])[C:25](=[O:29])[CH2:26][CH2:27][CH3:28])[CH3:1]. Reported procedure: To a stirred mixture of methyl (E)-4-[2-(dimethylamino)vinyl]-3-nitrobenzoate (500 mg), which was prepared by the method of Brown et al. described in Journal of Medicinal Chemistry, vol. 35, page 2419 (1992), and pyridine (0.16 ml) in tetrahydrofuran (3 ml) was added butyryl chloride (0.21 ml) at 20° C. The reaction mixture was stirred at 40° C. for 24 hours and 50° C. for 4 hours. After cooled to 20° C., the reaction mixture was diluted with water and extracted with ethyl acetate. The organic p... Run at temperature 120 celsius, time 7 hour. As a reaction SMILES: CS(O[CH2:6][C:7]1[CH:12]=[CH:11][CH:10]=[CH:9][C:8]=1[F:13])(=O)=O.[CH3:14][NH:15][CH2:16][CH2:17][OH:18]>>[F:13][C:8]1[CH:9]=[CH:10][CH:11]=[CH:12][C:7]=1[CH2:6][N:15]([CH2:16][CH2:17][OH:18])[CH3:14]. Yields the product FC1=C(CN(C)CCO)C=CC=C1 (2-(N-(2-fluorobenzyl)-N-methylamino)-ethanol). Starting materials: CS(=O)(=O)OCC1=C(C=CC=C1)F (2-Fluorobenzyl methanesulfonate), CNCCO (2-(Methylamino)-ethanol). Procedure details: A mix of 2-Fluorobenzyl methanesulfonate (Step A, 5 g, 24.5 mmol) and 2-(Methylamino)-ethanol (18.4 g, 244.9 mmol) was heated under argon at 120° C. with stirring for 7 hours. The mixture was cooled to room temperature and concentrated. The crude residue was purified by flash chromatography on silica gel column (chloroform:methanol, 90:10 spiked with triethylamine) to provide the title compound. Starting materials: N1C=CC2=CC(=CC=C12)C1=CN(C2=NC=C(C=C21)C2=CC(=C(C=O)C=C2)OC)S(=O)(=O)C2=CC=C(C=C2)C (4-[3-(1H-Indol-5-yl)-1-(toluene-4-sulfonyl)-1H-pyrrolo[2,3-b]pyridin-5-yl]-2-methoxy-benzaldehyde), CN1CCNCC1 (1-methylpiperazine), C(C)(=O)O[BH-](OC(C)=O)OC(C)=O.[Na+] (sodium triacetoxyborohydride). Run in C(Cl)Cl (CH2Cl2). Reaction conditions: time 1 hour. Product: N1C=CC2=CC(=CC=C12)C1=CNC2=NC=C(C=C21)C2=CC(=C(C=C2)CN2CCN(CC2)C)OC (3-(1H-Indol-5-yl)-5-[3-methoxy-4-(4-methyl-piperazin-1-ylmethyl)-phenyl]-1H-pyrrolo[2,3-b]pyridine). Isolated yield 64.0%. RXN SMILES: [NH:1]1[C:9]2[C:4](=[CH:5][C:6]([C:10]3[C:18]4[C:13](=[N:14][CH:15]=[C:16]([C:19]5[CH:26]=[CH:25][C:22](C=O)=[C:21]([O:27][CH3:28])[CH:20]=5)[CH:17]=4)[N:12](S(C4C=CC(C)=CC=4)(=O)=O)[CH:11]=3)=[CH:7][CH:8]=2)[CH:3]=[CH:2]1.[CH3:39][N:40]1[CH2:45][CH2:44][NH:43][CH2:42][CH2:41]1.[C:46](O[BH-](OC(=O)C)OC(=O)C)(=O)C.[Na+]>C(Cl)Cl>[NH:1]1[C:9]2[C:4](=[CH:5][C:6]([C:10]3[C:18]4[C:13](=[N:14][CH:15]=[C:16]([C:19]5[CH:26]=[CH:25][C:22]([CH2:39][N:40]6[CH2:45][CH2:44][N:43]([CH3:46])[CH2:42][CH2:41]6)=[C:21]([O:27][CH3:28])[CH:20]=5)[CH:17]=4)[NH:12][CH:11]=3)=[CH:7][CH:8]=2)[CH:3]=[CH:2]1 |f:2.3|. Procedure: To a solution of 4-[3-(1H-Indol-5-yl)-1-(toluene-4-sulfonyl)-1H-pyrrolo[2,3-b]pyridin-5-yl]-2-methoxy-benzaldehyde (0.066 g, 0.128 mmol) in CH2Cl2 (3 mL) was added 1-methylpiperazine (22 mL, 0.19 mmol) and sodium triacetoxyborohydride (81 mg, 0.38 mmol). The reaction mixture was stirred for 1 hr at room temperature, after which it was partitioned between CH2Cl2 and 1 M NaOH. The organic layer was separated, dried over MgSO4, and concentrated in vacuo. The residue was dissolved in 3:2 MeOH:aceton... Reactants: CO, [Cl-], ClCCl, [Fe], [NH4+], C1CCOC1, O, Cc1cc([N+](=O)[O-])c(Sc2ccc(O)cc2)cc1NC(=O)Cc1ccccc1. The product is Cc1cc(N)c(Sc2ccc(O)cc2)cc1NC(=O)Cc1ccccc1. Reaction SMILES: [CH3:39][OH:40].[Cl-:29].[Cl:31][CH2:32][Cl:33].[Fe:42].[NH4+:30].[O:34]1[CH2:35][CH2:36][CH2:37][CH2:38]1.[OH2:41].[OH:1][c:2]1[cH:3][cH:4][c:5]([S:8][c:9]2[c:10]([N+:26]([O-:27])=[O:28])[cH:11][c:12]([CH3:25])[c:13]([NH:15][C:16]([CH2:17][c:18]3[cH:19][cH:20][cH:21][cH:22][cH:23]3)=[O:24])[cH:14]2)[cH:6][cH:7]1>>[OH:1][c:2]1[cH:3][cH:4][c:5]([S:8][c:9]2[c:10]([NH2:26])[cH:11][c:12]([CH3:25])[c:13]([NH:15][C:16]([CH2:17][c:18]3[cH:19][cH:20][cH:21][cH:22][cH:23]3)=[O:24])[cH:14]2)[cH:6][cH:7]1. Starting materials: BrC1=CC(=CC(=C1)[N+](=O)[O-])OC (1-bromo-3-methoxy-5-nitrobenzene), C[C@@H]1NCCC1 ((S)-2-methylpyrrolidine), C=1C=CC(=CC1)P(C=2C=CC=CC2)C3=CC=C4C=CC=CC4=C3C5=C6C=CC=CC6=CC=C5P(C=7C=CC=CC7)C=8C=CC=CC8 (BINAP), C(=O)([O-])[O-].[Cs+].[Cs+] (Cs2CO3). Reagents/catalysts: C=1C=CC(=CC1)/C=C/C(=O)/C=C/C2=CC=CC=C2.C=1C=CC(=CC1)/C=C/C(=O)/C=C/C2=CC=CC=C2.C=1C=CC(=CC1)/C=C/C(=O)/C=C/C2=CC=CC=C2.[Pd].[Pd] (Pd2(dba)3). Run in O1CCOCC1 (dioxane). Conditions: temperature 100 celsius, time 16 hour. Yields the product COC=1C=C(C=C(C1)[N+](=O)[O-])N1[C@H](CCC1)C ((S)-1-(3-methoxy-5-nitrophenyl)-2-methylpyrrolidine). Yield: 84.3%. Reaction SMILES: Br[C:2]1[CH:7]=[C:6]([N+:8]([O-:10])=[O:9])[CH:5]=[C:4]([O:11][CH3:12])[CH:3]=1.[CH3:13][C@H:14]1[CH2:18][CH2:17][CH2:16][NH:15]1.C1C=CC(P(C2C(C3C(P(C4C=CC=CC=4)C4C=CC=CC=4)=CC=C4C=3C=CC=C4)=C3C(C=CC=C3)=CC=2)C2C=CC=CC=2)=CC=1.C([O-])([O-])=O.[Cs+].[Cs+]>C1C=CC(/C=C/C(/C=C/C2C=CC=CC=2)=O)=CC=1.C1C=CC(/C=C/C(/C=C/C2C=CC=CC=2)=O)=CC=1.C1C=CC(/C=C/C(/C=C/C2C=CC=CC=2)=O)=CC=1.[Pd].[Pd].O1CCOCC1>[CH3:12][O:11][C:4]1[CH:3]=[C:2]([N:15]2[CH2:16][CH2:17][CH2:18][C@@H:14]2[CH3:13])[CH:7]=[C:6]([N+:8]([O-:10])=[O:9])[CH:5]=1 |f:3.4.5,6.7.8.9.10|. Reported procedure: A mixture of 1-bromo-3-methoxy-5-nitrobenzene (500 mg, 2.16 mmol), (S)-2-methylpyrrolidine (200 mg, 2.37 mmol), Pd2(dba)3 (248 mg, 0.43 mmol), BINAP (538 mg, 0.86 mmol), Cs2CO3 (2.11 g, 6.48 mmol) and dioxane (20 mL) was heated to 100° C. with stirring for 16 h under N2. The solvent was removed in vacuo and the resulting residue was purified by column chromatography (petroleum ether:ethyl acetate=5:1) to afford (S)-1-(3-methoxy-5-nitrophenyl)-2-methylpyrrolidine (430 mg, 85%) as yellow oil. LC-M...